From a dataset of the Open Reaction Database (ORD), a public repository of structured organic reaction records. describe an organic reaction: reactants, conditions, products, and yield The reactants are Nc1nc(C(=O)N2Cc3ccccc3C2)c2cc(C#CCO)ccc2n1, C1CCOC1. Product: Nc1nc(C(=O)N2Cc3ccccc3C2)c2cc(C#CC=O)ccc2n1. As a reaction SMILES: [NH2:1][c:2]1[n:3][c:4]2[cH:5][cH:6][c:7]([C:23]#[C:24][CH2:25][OH:26])[cH:8][c:9]2[c:10]([C:12](=[O:13])[N:14]2[CH2:15][c:16]3[cH:17][cH:18][cH:19][cH:20][c:21]3[CH2:22]2)[n:11]1.[O:27]1[CH2:28][CH2:29][CH2:30][CH2:31]1>>[NH2:1][c:2]1[n:3][c:4]2[cH:5][cH:6][c:7]([C:23]#[C:24][CH:25]=[O:26])[cH:8][c:9]2[c:10]([C:12](=[O:13])[N:14]2[CH2:15][c:16]3[cH:17][cH:18][cH:19][cH:20][c:21]3[CH2:22]2)[n:11]1.